This data is from the Open Reaction Database (ORD), a public repository of structured organic reaction records. The task is: describe an organic reaction: reactants, conditions, products, and yield Run in C(C)(=O)OCC (ethyl acetate). Starting materials: C(C1=CC=CC=C1)OC(=O)NC1=C(C=C(C=C1)C1CCC(CC1)=C(C(=O)OCC)C)Cl (ethyl 2-[4-(4-{[(benzyloxy)carbonyl]amino}-3-chlorophenyl)cyclohexylidene]propanoate). Product: NC1=C(C=C(C=C1)[C@@H]1CC[C@H](CC1)C(C(=O)OCC)C)Cl (Ethyl 2-[trans-4-(4-amino-3-chlorophenyl)cyclohexyl]propanoate). Reaction conditions: time 9 hour. Reagents/catalysts: [Pt]=O (Platinum oxide). Procedure details: Platinum oxide (300 mg) was added in one portion to a stirred solution of ethyl 2-[4-(4-{[(benzyloxy)carbonyl]amino}-3-chlorophenyl)cyclohexylidene]propanoate (1.7 g, 3.85 mmol) in ethyl acetate (50 mL) and the mixture was stirred at room temperature under a hydrogen atmosphere for 9 h. The reaction mixture was filtered and concentrated in vacuo to leave a residue, which was purified by column chromatography, using a gradient of 11-66% ethyl acetate:isohexane as eluent, to give the aniline produ... RXN SMILES: C(OC([NH:11][C:12]1[CH:17]=[CH:16][C:15]([CH:18]2[CH2:23][CH2:22][C:21](=[C:24]([CH3:30])[C:25]([O:27][CH2:28][CH3:29])=[O:26])[CH2:20][CH2:19]2)=[CH:14][C:13]=1[Cl:31])=O)C1C=CC=CC=1>C(OCC)(=O)C.[Pt]=O>[NH2:11][C:12]1[CH:17]=[CH:16][C:15]([C@H:18]2[CH2:19][CH2:20][C@H:21]([CH:24]([CH3:30])[C:25]([O:27][CH2:28][CH3:29])=[O:26])[CH2:22][CH2:23]2)=[CH:14][C:13]=1[Cl:31]. Reactants: C[Si](C)(C)c1cccc([N+](=O)[O-])c1, c1ccccc1. Yields the product C[Si](C)(C)c1cccc(N)c1. Reaction SMILES: [N+:1]([O-:2])(=[O:3])[c:4]1[cH:5][c:6]([Si:10]([CH3:11])([CH3:12])[CH3:13])[cH:7][cH:8][cH:9]1.[cH:14]1[cH:15][cH:16][cH:17][cH:18][cH:19]1>>[NH2:1][c:4]1[cH:5][c:6]([Si:10]([CH3:11])([CH3:12])[CH3:13])[cH:7][cH:8][cH:9]1. Reactants: ClCC([C@H](CC1=CC=CC=C1)NC(C1=CC=CC=C1)=O)=O ((S)-N-[3-chloro-2-oxo-1-(phenylmethyl)propyl]benzamide), C([O-])(O)=O.[Na+] (sodium bicarbonate), ester, CC(C)(OC(=O)NCCCC[C@H](NC(=O)OCC1=CC=CC=C1)C(=O)N1[C@H](C(=O)OC(C)(C)C)CCC1)C (1-[N6 -[(1,1-Dimethylethoxy)carbonyl]-N2 -[(phenylmethoxy)carbonyl]-L-lysyl]-L-proline, 1,1-dimethylethyl ester), N1[C@H](C(=O)OC(C)(C)C)CCC1 (L-proline, 1,1-dimethylethyl ester), N1[C@H](C(=O)OC(C)(C)C)CCC1 (L-proline, 1,1-dimethylethyl ester). The reagents and catalysts are [Pd] (palladium on carbon). Solvent: CN(C=O)C (dimethylformamide), C(C)O (ethanol). Conditions: time 18 hour. Yields the product C(C1=CC=CC=C1)(=O)NC(C(CN[C@@H](CCCCNC(=O)OC(C)(C)C)C(=O)N1[C@H](C(=O)OC(C)(C)C)CCC1)=O)CC1=CC=CC=C1 ((S)-1-[N2 -[3-(Benzoylamino)-2-oxo-4-phenylbutyl]-N6 -[(1,1-dimethylethoxy)carbonyl]-L-lysyl]-L-proline, 1,1-dimethylethyl ester). As a reaction SMILES: [CH3:1][C:2]([CH3:38])([O:4][C:5]([NH:7][CH2:8][CH2:9][CH2:10][CH2:11][C@@H:12]([C:24]([N:26]1[CH2:37][CH2:36][CH2:35][C@H:27]1[C:28]([O:30][C:31]([CH3:34])([CH3:33])[CH3:32])=[O:29])=[O:25])[NH:13][C:14](OCC1C=CC=CC=1)=O)=[O:6])[CH3:3].N1CCC[C@H]1C(OC(C)(C)C)=O.ClC[C:53](=[O:71])[C@@H:54]([NH:62][C:63](=[O:70])[C:64]1[CH:69]=[CH:68][CH:67]=[CH:66][CH:65]=1)[CH2:55][C:56]1[CH:61]=[CH:60][CH:59]=[CH:58][CH:57]=1.C(=O)(O)[O-].[Na+]>C(O)C.[Pd].CN(C)C=O>[C:63]([NH:62][CH:54]([CH2:55][C:56]1[CH:61]=[CH:60][CH:59]=[CH:58][CH:57]=1)[C:53](=[O:71])[CH2:14][NH:13][C@H:12]([C:24]([N:26]1[CH2:37][CH2:36][CH2:35][C@H:27]1[C:28]([O:30][C:31]([CH3:32])([CH3:34])[CH3:33])=[O:29])=[O:25])[CH2:11][CH2:10][CH2:9][CH2:8][NH:7][C:5]([O:4][C:2]([CH3:1])([CH3:38])[CH3:3])=[O:6])(=[O:70])[C:64]1[CH:65]=[CH:66][CH:67]=[CH:68][CH:69]=1 |f:3.4|. Procedure: The ester product from part (a) is reduced in ethanol with palladium on carbon catalyst (10%) to yield 3.99 g. of 1-[N6 -[1,1-dimethylethoxy)carbonyl]-L-lysyl]L-proline, 1,1-dimethylethyl ester. This material is taken into 40 ml. of dimethylformamide and treated with (S)-N-[3-chloro-2-oxo-1-(phenylmethyl)propyl]benzamide (3.01 g.), from Example 63(b), and sodium bicarbonate (840 mg.). After stirring for 18 hours at room temperature, the reaction mixture is concentrated in vacuo, taken into ethyl... Starting materials: COC1=CC=C(C=C1)C1=NNC2=C(C=CC=C12)C(F)(F)F (3-(4-methoxyphenyl)-7-trifluoromethyl-1H-indazole), [H-].[Na+] (sodium hydride), C(C=C)Br (allylbromide). Product: C(C=C)N1N=C2C(=CC=CC2=C1C1=CC=C(C=C1)OC)C (2-allyl-3-(4-methoxyphenyl)-7-methyl-2H-indazole). Yield: 5.0%. As a reaction SMILES: [CH3:1][O:2][C:3]1[CH:8]=[CH:7][C:6]([C:9]2[C:17]3[C:12](=[C:13]([C:18](F)(F)F)[CH:14]=[CH:15][CH:16]=3)[NH:11][N:10]=2)=[CH:5][CH:4]=1.[H-].[Na+].[CH2:24](Br)[CH:25]=[CH2:26]>>[CH2:26]([N:10]1[C:9]([C:6]2[CH:7]=[CH:8][C:3]([O:2][CH3:1])=[CH:4][CH:5]=2)=[C:17]2[C:12]([C:13]([CH3:18])=[CH:14][CH:15]=[CH:16]2)=[N:11]1)[CH:25]=[CH2:24] |f:1.2|. Procedure: Prepared according to Method D step B from 3-(4-methoxyphenyl)-7-trifluoromethyl-1H-indazole (0.146 g, 0.5 mmol), sodium hydride (60% in oil, 0.024 g, 0.6 mmol) and allylbromide (0.086 mL, 1.0 mmol) to give the title compound (0.007 g) as a white solid.